This data is from the Open Reaction Database (ORD), a public repository of structured organic reaction records. The task is: describe an organic reaction: reactants, conditions, products, and yield Yields the product BrC1=C(C(=CC=2C(CN(CCC21)CC2CCCCC2)C2=CC=C(C=C2)OC)OC)OC (6-bromo-3-cyclohexylmethyl-7,8-dimethoxy-1-(p-methoxyphenyl)-2,3,4,5-tetrahydro-1H-3-benzazepine). Starting materials: Br.BrC1=C(C(=CC=2C(CNCCC21)C2=CC=C(C=C2)OC)OC)OC (6-Bromo-7,8-dimethoxy-1-(p-methoxyphenyl)-2,3,4,5-tetrahydro-1H-3-benzazepine hydrobromide), C1(CCCCC1)C(=O)O (cyclohexylcarboxylic acid), [BH4-].[Na+] (sodium borohydride). RXN SMILES: Br.[Br:2][C:3]1[C:13]2[CH2:12][CH2:11][NH:10][CH2:9][CH:8]([C:14]3[CH:19]=[CH:18][C:17]([O:20][CH3:21])=[CH:16][CH:15]=3)[C:7]=2[CH:6]=[C:5]([O:22][CH3:23])[C:4]=1[O:24][CH3:25].[CH:26]1([C:32](O)=O)[CH2:31][CH2:30][CH2:29][CH2:28][CH2:27]1.[BH4-].[Na+]>>[Br:2][C:3]1[C:13]2[CH2:12][CH2:11][N:10]([CH2:32][CH:26]3[CH2:31][CH2:30][CH2:29][CH2:28][CH2:27]3)[CH2:9][CH:8]([C:14]3[CH:15]=[CH:16][C:17]([O:20][CH3:21])=[CH:18][CH:19]=3)[C:7]=2[CH:6]=[C:5]([O:22][CH3:23])[C:4]=1[O:24][CH3:25] |f:0.1,3.4|. Procedure details: 6-Bromo-7,8-dimethoxy-1-(p-methoxyphenyl)-2,3,4,5-tetrahydro-1H-3-benzazepine hydrobromide (3 g) is reacted with cyclohexylcarboxylic acid in the presence of sodium borohydride as in Example 1 to give 6-bromo-3-cyclohexylmethyl-7,8-dimethoxy-1-(p-methoxyphenyl)-2,3,4,5-tetrahydro-1H-3-benzazepine base and, after treatment with boron tribromide, 6-bromo-3-cyclohexylmethyl-7,8-dihydroxy-1-(p-hydroxyphenyl)-2,3,4,5-tetrahydro-1H-3-benzazepine hydrobromide. The reactants are C(C)(C)(C)OC(=O)NC(=NC(=O)OC(C)(C)C)N[C@H]1[C@H](CCCC1)NC1=NC(=NC2=CC=C(C=C12)C)C(=O)O (4-{[(1S,2R)-2-({[(tert-butoxycarbonyl)amino][(tert-butoxycarbonyl)imino]methyl}amino)cyclohexyl]amino}-6-methylquinazoline-2-carboxylic acid), C(C(C)C)N (isobutylamine), Cl.CN(CCCN=C=NCC)C (1-(3-dimethylaminopropyl)-3-ethylcarbodiimide hydrochloride), ON1N=NC2=C1C=CC=C2 (1-hydroxybenzotriazole). Run in CN(C)C=O (N,N′-dimethylformamide), C(C)N(CC)CC (triethylamine), O (water). Conditions: time 24 hour. Yields the product C(C)(C)(C)OC(=O)NC(=NC(=O)OC(C)(C)C)N[C@H]1[C@H](CCCC1)NC1=NC(=NC2=CC=C(C=C12)C)C(=O)NCC(C)C (4-{[(1S,2R)-2-({(tert-butoxycarbonyl)amino[(tert-butoxycarbonyl)imino]methyl}amino)cyclohexyl]amino}-N-isobutyl-6-methylquinazoline-2-carboxamide). Reaction SMILES: [C:1]([O:5][C:6]([NH:8][C:9]([NH:18][C@@H:19]1[CH2:24][CH2:23][CH2:22][CH2:21][C@@H:20]1[NH:25][C:26]1[C:35]2[C:30](=[CH:31][CH:32]=[C:33]([CH3:36])[CH:34]=2)[N:29]=[C:28]([C:37](O)=[O:38])[N:27]=1)=[N:10][C:11]([O:13][C:14]([CH3:17])([CH3:16])[CH3:15])=[O:12])=[O:7])([CH3:4])([CH3:3])[CH3:2].[CH2:40]([NH2:44])[CH:41]([CH3:43])[CH3:42].Cl.CN(C)CCCN=C=NCC.ON1C2C=CC=CC=2N=N1>CN(C=O)C.C(N(CC)CC)C.O>[C:1]([O:5][C:6]([NH:8][C:9]([NH:18][C@@H:19]1[CH2:24][CH2:23][CH2:22][CH2:21][C@@H:20]1[NH:25][C:26]1[C:35]2[C:30](=[CH:31][CH:32]=[C:33]([CH3:36])[CH:34]=2)[N:29]=[C:28]([C:37]([NH:44][CH2:40][CH:41]([CH3:43])[CH3:42])=[O:38])[N:27]=1)=[N:10][C:11]([O:13][C:14]([CH3:15])([CH3:17])[CH3:16])=[O:12])=[O:7])([CH3:2])([CH3:4])[CH3:3] |f:2.3|. Procedure details: To a solution of 400 mg of 4-{[(1S,2R)-2-({[(tert-butoxycarbonyl)amino][(tert-butoxycarbonyl)imino]methyl}amino)cyclohexyl]amino}-6-methylquinazoline-2-carboxylic acid, 0.15 ml of isobutylamine, 285 mg of 1-(3-dimethylaminopropyl)-3-ethylcarbodiimide hydrochloride and 200 mg of 1-hydroxybenzotriazole in 7 ml of N,N′-dimethylformamide, 0.41 ml of triethylamine was added, and then the mixture was stirred at room temperature for 24 hours. The reaction solution was mixed with water and then extracte... Reactants: CC(C)(C)c1cccc(C(C)(C)C)n1, COc1cc(S(=O)(=O)N(C)C)c(OC)cc1N, O=C(Cl)C(=O)Cl, ClCCl, CC(O)(C(=O)Nc1ccc(S(=O)(=O)N2CCC(O)CC2)c(Cl)c1Cl)C(F)(F)F, CN(C)C=O. The product is COc1cc(S(=O)(=O)N(C)C)c(OC)cc1NC(=O)C(C)(O)C(F)(F)F. RXN SMILES: [C:52]([c:53]1[cH:54][cH:55][cH:56][c:57]([C:58]([CH3:59])([CH3:60])[CH3:61])[n:62]1)([CH3:63])([CH3:64])[CH3:65].[CH3:35][O:36][c:37]1[c:38]([NH2:39])[cH:40][c:41]([O:50][CH3:51])[c:42]([S:44](=[O:45])(=[O:46])[N:47]([CH3:48])[CH3:49])[cH:43]1.[Cl:1][C:2]([C:3]([Cl:4])=[O:5])=[O:6].[Cl:66][CH2:67][Cl:68].[Cl:7][c:8]1[c:9]([Cl:10])[c:11]([S:12]([N:13]2[CH2:14][CH2:15][CH:16]([OH:17])[CH2:18][CH2:19]2)(=[O:20])=[O:21])[cH:22][cH:23][c:24]1[NH:25][C:26]([C:27]([C:28]([F:29])([F:30])[F:31])([CH3:32])[OH:33])=[O:34].[O:69]=[CH:70][N:71]([CH3:72])[CH3:73]>>[C:26]([C:27]([C:28]([F:29])([F:30])[F:31])([CH3:32])[OH:33])(=[O:34])[NH:39][c:38]1[c:37]([O:36][CH3:35])[cH:43][c:42]([S:44](=[O:45])(=[O:46])[N:47]([CH3:48])[CH3:49])[c:41]([O:50][CH3:51])[cH:40]1. Reactants: CN(C(OCC)=O)C (ethyl N,N-dimethylcarbamate), CN1C=C(C2=CC=CC=C12)C1=CC=C(C=C1)C (1-methyl-3-(4-methylphenyl)-1H-indole), CN(C)CCN(C)C (TMEDA), [Li]CCCC (BuLi), [NH4+].[Cl-] (NH4Cl). Solvent: CCOCC (ether), CCOCC (ether), CCCCCC (hexane). Run at temperature -40 celsius. Yields the product CN1C2=C(C3=CC=CC=C13)C1=CC=C(C=C1C2=O)C (5,8-dimethylindeno[2,1-b]indol-6(5H)-one). Reaction SMILES: [CH3:1][N:2]1[C:10]2[C:5](=[CH:6][CH:7]=[CH:8][CH:9]=2)[C:4]([C:11]2[CH:16]=[CH:15][C:14]([CH3:17])=[CH:13][CH:12]=2)=[CH:3]1.CN(CCN(C)C)C.[Li]CCCC.CN(C)[C:33](=O)[O:34]CC.[NH4+].[Cl-]>CCOCC.CCCCCC>[CH3:1][N:2]1[C:10]2[C:5](=[CH:6][CH:7]=[CH:8][CH:9]=2)[C:4]2[C:11]3[C:12]([C:33](=[O:34])[C:3]1=2)=[CH:13][C:14]([CH3:17])=[CH:15][CH:16]=3 |f:4.5|. Procedure details: A solution of 2.19 g (0.00991 mol) of 1-methyl-3-(4-methylphenyl)-1H-indole and 3.24 mL (0.0218 mol) of TMEDA in 30 mL of ether was treated with 13.6 mL (0.0218 mol) of 1.6M BuLi in hexane under stirring at −40° C. Then the reaction mixture was allowed to warm up to r.t. and stirred for 4 h. The reaction mixture was cooled to −60° C. and treated with 1.16 g (0.00991 mol) ethyl N,N-dimethylcarbamate in 5 mL of ether. Then the reaction mixture was allowed to warm up to r.t. and was stirred overnig... The reactants are BrC(C=1C=NOC1C1CC1)C1=C(C=C(C=C1)C(F)(F)F)[N+](=O)[O-] (4-[bromo-(2-nitro-4-trifluoromethylphenyl)-methyl]-5-cyclopropylisoxazole), CNC (dimethylamine), solution. Solvent: C(C)O (ethanol), ClCCl (dichloromethane). Conditions: temperature 0 celsius, time 2 hour. The product is CN(C)C(C=1C=NOC1C1CC1)C1=C(C=C(C=C1)C(F)(F)F)[N+](=O)[O-] (4-[N,N-dimethylamino-(2-nitro-4-trifluoromethylphenyl)methyl]-5-cyclopropylisoxazole). RXN SMILES: Br[CH:2]([C:11]1[CH:16]=[CH:15][C:14]([C:17]([F:20])([F:19])[F:18])=[CH:13][C:12]=1[N+:21]([O-:23])=[O:22])[C:3]1[CH:4]=[N:5][O:6][C:7]=1[CH:8]1[CH2:10][CH2:9]1.[CH3:24][NH:25][CH3:26]>C(O)C.ClCCl>[CH3:24][N:25]([CH:2]([C:11]1[CH:16]=[CH:15][C:14]([C:17]([F:20])([F:19])[F:18])=[CH:13][C:12]=1[N+:21]([O-:23])=[O:22])[C:3]1[CH:4]=[N:5][O:6][C:7]=1[CH:8]1[CH2:10][CH2:9]1)[CH3:26]. Reported procedure: A mixture of 4-[bromo-(2-nitro-4-trifluoromethylphenyl)-methyl]-5-cyclopropylisoxazole (1.2 g) and dimethylamine (2.0 g of a 33% solution in ethanol) in dichloromethane was stirred at 0° C. for 2 hours and then at room temperature for a further 16 hours. The reaction mixture was quenched with water and extracted with dichloromethane. The organic extracts were dried (anhydrous magnesium sulphate), filtered and evaporated to dryness. The residue was purified by column chromatography on silica elut... Starting materials: intermediate B2, C1(=CC(=CC=C1)B(O)O)C (m-tolylboronic acid), C(=O)([O-])[O-].[Cs+].[Cs+] (Cs2CO3), BrC1=C(OC(C2=CC=CC=C12)=O)CO (4-bromo-3-(hydroxymethyl)-1H-isochromen-1-one), BrC1=C(OC(C2=CC=CC=C12)=O)CO (4-bromo-3-(hydroxymethyl)-1H-isochromen-1-one). The reagents and catalysts are C=1C=CC(=CC1)[P](C=2C=CC=CC2)(C=3C=CC=CC3)[Pd]([P](C=4C=CC=CC4)(C=5C=CC=CC5)C=6C=CC=CC6)([P](C=7C=CC=CC7)(C=8C=CC=CC8)C=9C=CC=CC9)[P](C=1C=CC=CC1)(C=1C=CC=CC1)C=1C=CC=CC1 (Pd(PPh3)4). Product: OCC=1OC(C2=CC=CC=C2C1C=1C=C(C=CC1)C)=O (3-(Hydroxymethyl)-4-m-tolyl-1H-isochromen-1-one). Isolated yield 40.2%. RXN SMILES: Br[C:2]1[C:11]2[C:6](=[CH:7][CH:8]=[CH:9][CH:10]=2)[C:5](=[O:12])[O:4][C:3]=1[CH2:13][OH:14].[C:15]1([CH3:24])[CH:20]=[CH:19][CH:18]=[C:17](B(O)O)[CH:16]=1.C([O-])([O-])=O.[Cs+].[Cs+]>C1C=CC([P]([Pd]([P](C2C=CC=CC=2)(C2C=CC=CC=2)C2C=CC=CC=2)([P](C2C=CC=CC=2)(C2C=CC=CC=2)C2C=CC=CC=2)[P](C2C=CC=CC=2)(C2C=CC=CC=2)C2C=CC=CC=2)(C2C=CC=CC=2)C2C=CC=CC=2)=CC=1>[OH:14][CH2:13][C:3]1[O:4][C:5](=[O:12])[C:6]2[C:11]([C:2]=1[C:17]1[CH:16]=[C:15]([CH3:24])[CH:20]=[CH:19][CH:18]=1)=[CH:10][CH:9]=[CH:8][CH:7]=2 |f:2.3.4,^1:34,36,55,74|. Reported procedure: The title compound was made in a similar way as that of the intermediate B2 using 4-bromo-3-(hydroxymethyl)-1H-isochromen-1-one (Intermediate A1, 0.5 g, 1.96 mmol), m-tolylboronic acid (0.400 g, 2.94 mmol), Pd(PPh3)4 (0.113 g, 0.098 mmol) and Cs2CO3 (0.64 g, 1.96 mmol) to afford the title compound (0.21 g, 40%). The reactants are CC1=CC=C(C=C1)S(=O)[O-].[Na+] (sodium 4-methylphenyl-sulfinate), BrCCCOC1OCCCC1 (3-Bromo-1-tetrahydropyranyloxypropane), O (water). The reagents and catalysts are [Br-].C(CCC)[N+](CCCC)(CCCC)CCCC (tetrabutylammoniumbromide), [I-].[Na+] (sodium iodide). Run in COCCOC (1,2-dimethoxyethane). Run at time 24 hour. The product is CC1=CC=C(C=C1)S(=O)(=O)CCCOC1OCCCC1 (3-(4-Methylphenyl)sulfonyl-1-tetrahydropyranyloxypropane). The yield is 75.6%. Reaction SMILES: Br[CH2:2][CH2:3][CH2:4][O:5][CH:6]1[CH2:11][CH2:10][CH2:9][CH2:8][O:7]1.[CH3:12][C:13]1[CH:18]=[CH:17][C:16]([S:19]([O-:21])=[O:20])=[CH:15][CH:14]=1.[Na+].O>COCCOC.[Br-].C([N+](CCCC)(CCCC)CCCC)CCC.[I-].[Na+]>[CH3:12][C:13]1[CH:18]=[CH:17][C:16]([S:19]([CH2:2][CH2:3][CH2:4][O:5][CH:6]2[CH2:11][CH2:10][CH2:9][CH2:8][O:7]2)(=[O:21])=[O:20])=[CH:15][CH:14]=1 |f:1.2,5.6,7.8|. Procedure: 32 g (144 mmol) of 3-bromo-1-tetrahydropyranyloxypropane (1a) are dissolved in 200 ml of 1,2-dimethoxyethane, 26.9 g (151 mmol) of anhydrous sodium 4-methylphenyl-sulfinate, 4.5 g (14 mmol) of tetrabutylammoniumbromide and 1.05 g (7 mmol) of sodium iodide are added and the mixture is heated to boiling for 24 hours. After cooling, 500 ml of water are added, the mixture is extracted with three times 300 ml of dichloromethane each time, the combined dichloromethane extracts are washed with water an... The reactants are C(C1=CC=CC=C1)C=1C=C(C=CC1OCCC1=CC=C(C=C1)OS(=O)(=O)C)CC(C(=O)OCC)OCC (Ethyl 3-[3-benzyl-4-({4-[(methylsulfonyl)oxy]phenethyl}oxy)phenyl]-2-ethoxypropanoate), [OH-].[Li+] (lithium hydroxide). Run in C1CCOC1 (THF), O (water), O (Water). Product: C(C1=CC=CC=C1)C=1C=C(C=CC1OCCC1=CC=C(C=C1)OS(=O)(=O)C)CC(C(=O)O)OCC (3-[3-Benzyl-4-({4-[(methylsulfonyl)oxy]phenethyl}oxy)phenyl]-2-ethoxypropanoic acid). Isolated yield 70.0%. Reaction SMILES: [CH2:1]([C:8]1[CH:9]=[C:10]([CH2:28][CH:29]([O:35][CH2:36][CH3:37])[C:30]([O:32]CC)=[O:31])[CH:11]=[CH:12][C:13]=1[O:14][CH2:15][CH2:16][C:17]1[CH:22]=[CH:21][C:20]([O:23][S:24]([CH3:27])(=[O:26])=[O:25])=[CH:19][CH:18]=1)[C:2]1[CH:7]=[CH:6][CH:5]=[CH:4][CH:3]=1.[OH-].[Li+]>C1COCC1.O>[CH2:1]([C:8]1[CH:9]=[C:10]([CH2:28][CH:29]([O:35][CH2:36][CH3:37])[C:30]([OH:32])=[O:31])[CH:11]=[CH:12][C:13]=1[O:14][CH2:15][CH2:16][C:17]1[CH:22]=[CH:21][C:20]([O:23][S:24]([CH3:27])(=[O:26])=[O:25])=[CH:19][CH:18]=1)[C:2]1[CH:3]=[CH:4][CH:5]=[CH:6][CH:7]=1 |f:1.2|. Procedure details: Ethyl 3-[3-benzyl-4-({4-[(methylsulfonyl)oxy]phenethyl}oxy)phenyl]-2-ethoxypropanoate—Example 5 (0.23 g; 0.42 mmole) was dissolved in THF and water (2:1), lithium hydroxide (0.014 g; 0.59 mmole) was added and the reaction mixture was stirred over night. Water was added and the THF evaporated. The remaining water was acidified with diluted hydrochloric acid and extracted with ethyl acetate. The organic phase was dried with magnesium sulfate. Evaporation gave 0.15 g (70% yield) of the product.